Dataset: the Open Reaction Database (ORD), a public repository of structured organic reaction records. Task: describe an organic reaction: reactants, conditions, products, and yield RXN SMILES: [C:23](=[O:24])([O-:25])[O-:26].[CH3:29][C:30](=[O:31])[CH3:32].[K+:27].[K+:28].[O:12]1[CH:13]([O:18][CH2:19][CH2:20][CH2:21][Br:22])[CH2:14][CH2:15][CH2:16][CH2:17]1.[O:1]=[C:2]1[CH:3]([C:7](=[O:8])[O:9][CH2:10][CH3:11])[CH2:4][CH2:5][CH2:6]1>>[O:1]=[C:2]1[C:3]([C:7](=[O:8])[O:9][CH2:10][CH3:11])([CH2:21][CH2:20][CH2:19][O:18][CH:13]2[O:12][CH2:17][CH2:16][CH2:15][CH2:14]2)[CH2:4][CH2:5][CH2:6]1. Starting materials: O=C([O-])[O-], CC(C)=O, [K+], [K+], BrCCCOC1CCCCO1, CCOC(=O)C1CCCC1=O. Product: CCOC(=O)C1(CCCOC2CCCCO2)CCCC1=O. The reactants are C(#N)C1=CC=C(C(=O)NC(NC2=CC(=C(OCC(=O)OC(C)(C)C)C=C2)F)=O)C=C1 (t-butyl 4-[3-(4-cyanobenzoyl)ureido]-2-fluorophenoxyacetate), N1=CC=CC=C1 (pyridine), S (H2S). Solvent: C(C)N(CC)CC (triethylamine). The product is C(N)(=S)C1=CC=C(C(=O)NC(NC2=CC(=C(OCC(=O)OC(C)(C)C)C=C2)F)=O)C=C1 (t-butyl 4-[3-(4-thiocarbamoylbenzoyl)ureido]-2-fluorophenoxyacetate). Reaction SMILES: [C:1]([C:3]1[CH:30]=[CH:29][C:6]([C:7]([NH:9][C:10](=[O:28])[NH:11][C:12]2[CH:26]=[CH:25][C:15]([O:16][CH2:17][C:18]([O:20][C:21]([CH3:24])([CH3:23])[CH3:22])=[O:19])=[C:14]([F:27])[CH:13]=2)=[O:8])=[CH:5][CH:4]=1)#[N:2].N1C=CC=CC=1.[SH2:37]>C(N(CC)CC)C>[C:1]([C:3]1[CH:4]=[CH:5][C:6]([C:7]([NH:9][C:10](=[O:28])[NH:11][C:12]2[CH:26]=[CH:25][C:15]([O:16][CH2:17][C:18]([O:20][C:21]([CH3:24])([CH3:23])[CH3:22])=[O:19])=[C:14]([F:27])[CH:13]=2)=[O:8])=[CH:29][CH:30]=1)(=[S:37])[NH2:2]. Reported procedure: In a similar manner to Example 1, starting material step (b), the product of step (c) (504 mg), pyridine (35 ml), triethylamine (5 ml) and H2S gas were reacted to give t-butyl 4-[3-(4-thiocarbamoylbenzoyl)ureido]-2-fluorophenoxyacetate (509 mg): m/Z 447 (M)+. ; 460 (M+Na)+.